From a dataset of the Open Reaction Database (ORD), a public repository of structured organic reaction records. describe an organic reaction: reactants, conditions, products, and yield Starting materials: CC(=O)O, CC(=O)OC(C)=O, O=C(O)c1ccc2[nH]nc(-c3ccc(F)cc3)c2c1, O. The product is CC(=O)n1nc(-c2ccc(F)cc2)c2cc(C(=O)O)ccc21. Reaction SMILES: [CH3:20][C:21]([OH:22])=[O:23].[CH3:24][C:25]([O:26][C:27](=[O:28])[CH3:29])=[O:30].[F:1][c:2]1[cH:3][cH:4][c:5](-[c:8]2[n:9][nH:10][c:11]3[cH:12][cH:13][c:14]([C:17](=[O:18])[OH:19])[cH:15][c:16]23)[cH:6][cH:7]1.[OH2:31]>>[F:1][c:2]1[cH:3][cH:4][c:5](-[c:8]2[n:9][n:10]([C:21]([CH3:20])=[O:22])[c:11]3[cH:12][cH:13][c:14]([C:17](=[O:18])[OH:19])[cH:15][c:16]23)[cH:6][cH:7]1.